This data is from the Open Reaction Database (ORD), a public repository of structured organic reaction records. The task is: describe an organic reaction: reactants, conditions, products, and yield The reactants are C(C)(SCCCN(C)C(=O)OC(C)(C)C)=O (S-3-(tert-Butoxycarbonyl(methyl)amino)propyl ethanethioate), Cl (HCl). The solvent is C(C)O.C1(=CC=CC=C1)C (ethanol toluene). Reaction conditions: time 1 hour. Product: Cl.C(C)(SCCCNC)=O (S-3-(Methylamino)propyl ethanethioate hydrogen chloride salt). Yield: 88.0%. As a reaction SMILES: [C:1](=[O:16])([S:3][CH2:4][CH2:5][CH2:6][N:7](C(OC(C)(C)C)=O)[CH3:8])[CH3:2].[ClH:17]>C(O)C.C1(C)C=CC=CC=1>[ClH:17].[C:1](=[O:16])([S:3][CH2:4][CH2:5][CH2:6][NH:7][CH3:8])[CH3:2] |f:2.3,4.5|. Reported procedure: S-3-(tert-Butoxycarbonyl(methyl)amino)propyl ethanethioate (206 mg, 0.834 mmol) in 4 ml of EtAc was added 1.0 ml of HCl (conc.) at RT. The mixture was stirred at RT for 1 h, diluted with ethanol/toluene (6 ml, 1:1), evaporated and co-evaporated with ethanol/toluene (3×10 ml), crystallized with ethanol/EtAc/Hexane, filtered, and dried over a vacuum to afford 135 mg (88%) of the title compound. 1H NMR (CDCl3) 9.70 (br, 1H), 8.56 (br, 1H), 3.42 (m, 2H), 2.52 (m, 2H), 2.35 (s, 3H), 2.05 (s, 3H), 1.8...